From a dataset of the Open Reaction Database (ORD), a public repository of structured organic reaction records. describe an organic reaction: reactants, conditions, products, and yield Starting materials: COC1=CC(=CC2=CC=C(C=C12)C1=CC=2C(CCC(C2C=C1)(C)C)(C)C)C(=O)O (4-methoxy-6-(5,6,7,8-tetrahydro-5,5,8,8-tetramethyl-2-naphthyl)-2-naphthoic acid), α-methyl[-1-methyl-6-(5,6,7,8-tetrahydro-5,5,8,8-tetramethyl-2-naphthyl)]-2naphthalene methanol, α-methyl-[1-methyl-6-(5,6,7,8-tetrahydro-5,5,8,8-tetramethyl-2-naphthyl)]-2-naphthylmethyl acetate, OC1=CC(C(C2=CC=C(C=C12)C1=CC=2C(CCC(C2C=C1)(C)C)(C)C)(C(=O)[O-])C)C (4-hydroxy-1-methyl-6-(5,6,7,8-tetrahydro-5,5,8,8-tetramethyl-2-naphthyl)-2-methylnaphthoate), CC=1C(=C(C2=CC=C(C=C2C1)C1=CC=2C(CCC(C2C=C1)(C)C)(C)C)C)C(=O)C1=C(C2=CC=C(C=C2C=C1C)C1=CC=2C(CCC(C2C=C1)(C)C)(C)C)C (methyl,1-methyl-6-(5,6,7,8-tetrahydro-5,5,8,8-tetramethyl-2-naphthyl)-2-naphthyl ketone), CC(C1=C(C2=CC=C(C=C2C=C1)C1=CC=2C(CCC(C2C=C1)(C)C)(C)C)C)OC(C)C1=C(C2=CC=C(C=C2C=C1)C1=CC=2C(CCC(C2C=C1)(C)C)(C)C)C (methyl,1 -methyl-6-(5,6,7,8-tetrahydro-5,5,8,8tetramethyl-2-naphthyl)-2-naphthylmethyl ether), CC1=C(C=CC2=CC(=CC=C12)C1=CC=2C(CCC(C2C=C1)(C)C)(C)C)CO (1-methyl-6-(5,6,7,8-tetrahydro-5,5,8,8-tetramethyl-2-naphthyl)-2-naphthalene methanol), C(C)C(C1=C(C2=CC=C(C=C2C=C1)C1=CC=2C(CCC(C2C=C1)(C)C)(C)C)C)OC(CC)C1=C(C2=CC=C(C=C2C=C1)C1=CC=2C(CCC(C2C=C1)(C)C)(C)C)C (ethyl,1-methyl-6-(5,6,7,8-tetrahydro-5,5,8,8-tetramethyl-2-naphthyl)2-naphthylmethyl ether), CC1=C(C=CC2=CC(=CC=C12)C1=CC=2C(CCC(C2C=C1)(C)C)(C)C)C=O (1-methyl-6-(5,6,7,8-tetrahydro-5,5,8,8-tetramethyl-2-naphthyl)-2-naphthaldehyde), CC1=C(C=CC2=CC(=CC=C12)C1=CC=2C(CCC(C2C=C1)(C)C)(C)C)C(=O)O (1-methyl-6-(5,6,7,8-tetrahydro-5,5,8,8-tetramethyl-2-naphthyl)-2-naphthoic acid), 4-acetoxy-6-(5,6,7,8-tetrahydro-5,5,8,8-tetramethyl-2-naphthyl)-2-methyl naphthoate, C(C)(=O)OCC1=C(C2=CC=C(C=C2C=C1)C1=CC=2C(CCC(C2C=C1)(C)C)(C)C)C (1-methyl-6-(5,6,7,8-tetrahydro-5,5,8,8-tetramethyl-2-naphthyl)-2-naphthylmethyl acetate), C(CC)(=O)OCC1=C(C2=CC=C(C=C2C=C1)C1=CC=2C(CCC(C2C=C1)(C)C)(C)C)C (1-methyl-6-(5,6,7,8-tetrahydro-5,5,8,8-tetramethyl-2-naphthyl)-2-naphthylmethyl propionate), α-methyl[α-1methyl-6-(5,6,7,8-tetrahydro-5,5,8,8-tetramethyl-2-naphthyl)]-2-naphthylmethyl propionate, OC1=CC(=C(C2=CC=C(C=C12)C1=CC=2C(CCC(C2C=C1)(C)C)(C)C)C)C(=O)O (4-hydroxy-1-methyl-6-(5,6,7,8-tetrahydro-5,5,8,8-tetramethyl-2-naphthyl)-2-naphthoic acid), α-n-propyl[-1-methyl-6-(5,6,7,8-tetrahydro-5,5,8,8-tetramethyl-2-naphthyl)]-2-naphthalene methanol, α-ethyl-[1methyl-6-(5,6,7,8-tetrahydro-5,5,8,8-tetramethyl-2-naphthyl)]-2-naphthalene methanol, C(C)C=1C(=C(C2=CC=C(C=C2C1)C1=CC=2C(CCC(C2C=C1)(C)C)(C)C)C)C(=O)C1=C(C2=CC=C(C=C2C=C1CC)C1=CC=2C(CCC(C2C=C1)(C)C)(C)C)C (ethyl,1-methyl-6-(5,6,7,8-tetrahydro-5,5,8,8-tetramethyl -2-naphthyl)-2-naphthyl ketone), 4-acetoxy-1-methyl-6-(5,6,7,8-tetrahydro-5,5,8,8-tetramethyl-2-naphthyl)-2-methyl naphthoate, SC1=CC(=C(C2=CC=C(C=C12)C1=CC=2C(CCC(C2C=C1)(C)C)(C)C)C)C(=O)O (4-mercapto-1-methyl-6-(5,6,7,8-tetrahydro-5,5,8,8-tetramethyl-2-naphthyl)-2-naphthoic acid). The product is OC1=CC(=CC2=CC=C(C=C12)C1=CC=2C(CCC(C2C=C1)(C)C)(C)C)C(=O)O (4-hydroxy-6-(5,6,7,8-tetrahydro-5,5,8,8tetramethyl-2-naphthyl)2-naphthoic acid). Reaction SMILES: C[O:2][C:3]1[C:12]2[C:7](=[CH:8][CH:9]=[C:10]([C:13]3[CH:22]=[CH:21][C:20]4[C:19]([CH3:24])([CH3:23])[CH2:18][CH2:17][C:16]([CH3:26])([CH3:25])[C:15]=4[CH:14]=3)[CH:11]=2)[CH:6]=[C:5]([C:27]([OH:29])=[O:28])[CH:4]=1.OC1C2C(=CC=C(C3C=CC4C(C)(C)CCC(C)(C)C=4C=3)C=2)C(C)=C(C(O)=O)C=1.OC1C2C(=CC=C(C3C=CC4C(C)(C)CCC(C)(C)C=4C=3)C=2)C(C)(C([O-])=O)C(C)C=1.SC1C2C(=CC=C(C3C=CC4C(C)(C)CCC(C)(C)C=4C=3)C=2)C(C)=C(C(O)=O)C=1.CC1C2C(=CC(C3C=CC4C(C)(C)CCC(C)(C)C=4C=3)=CC=2)C=CC=1C(O)=O.CC1C2C(=CC(C3C=CC4C(C)(C)CCC(C)(C)C=4C=3)=CC=2)C=CC=1CO.CC1C2C(=CC(C3C=CC4C(C)(C)CCC(C)(C)C=4C=3)=CC=2)C=CC=1C=O.CC(OC(C1C=CC2C(=CC=C(C3C=CC4C(C)(C)CCC(C)(C)C=4C=3)C=2)C=1C)C)C1C=CC2C(=CC=C(C3C=CC4C(C)(C)CCC(C)(C)C=4C=3)C=2)C=1C.C(C(OC(C1C=CC2C(=CC=C(C3C=CC4C(C)(C)CCC(C)(C)C=4C=3)C=2)C=1C)CC)C1C=CC2C(=CC=C(C3C=CC4C(C)(C)CCC(C)(C)C=4C=3)C=2)C=1C)C.CC1C(C(C2C(C)=CC3C(=CC=C(C4C=CC5C(C)(C)CCC(C)(C)C=5C=4)C=3)C=2C)=O)=C(C)C2C(C=1)=CC(C1C=CC3C(C)(C)CCC(C)(C)C=3C=1)=CC=2.C(C1C(C(C2C(CC)=CC3C(=CC=C(C4C=CC5C(C)(C)CCC(C)(C)C=5C=4)C=3)C=2C)=O)=C(C)C2C(C=1)=CC(C1C=CC3C(C)(C)CCC(C)(C)C=3C=1)=CC=2)C.C(OCC1C=CC2C(=CC=C(C3C=CC4C(C)(C)CCC(C)(C)C=4C=3)C=2)C=1C)(=O)C.C(OCC1C=CC2C(=CC=C(C3C=CC4C(C)(C)CCC(C)(C)C=4C=3)C=2)C=1C)(=O)CC>>[OH:2][C:3]1[C:12]2[C:7](=[CH:8][CH:9]=[C:10]([C:13]3[CH:22]=[CH:21][C:20]4[C:19]([CH3:23])([CH3:24])[CH2:18][CH2:17][C:16]([CH3:25])([CH3:26])[C:15]=4[CH:14]=3)[CH:11]=2)[CH:6]=[C:5]([C:27]([OH:29])=[O:28])[CH:4]=1. Procedure: 4-methoxy-6-(5,6,7,8-tetrahydro-5,5,8,8-tetramethyl-2-naphthyl)-2-naphthoic acid; 4-acetoxy-6-(5,6,7,8-tetrahydro-5,5,8,8-tetramethyl-2-naphthyl)-2-methyl naphthoate; 4-acetoxy-1-methyl-6-(5,6,7,8-tetrahydro-5,5,8,8-tetramethyl-2-naphthyl)-2-methyl naphthoate; 4-hydroxy-1-methyl-6-(5,6,7,8-tetrahydro-5,5,8,8-tetramethyl-2-naphthyl)-2-naphthoic acid; 4-hydroxy-1-methyl-6-(5,6,7,8-tetrahydro-5,5,8,8-tetramethyl-2-naphthyl)-2-methylnaphthoate; 4-mercapto-1-methyl-6-(5,6,7,8-tetrahydro-5,5,8,8-tetra... Procedure: Methyl α-methylthio-α-(3-chloro-4-aminophenyl)propionate (380 mg) was dissolved in 4 ml of acetic acid, and an intimate mixture of 406 mg of zinc powder and 1.5 mg of anhydrous copper sulfate was added. The entire mixture was heated under reflux for 1 hour. Water (40 ml) and 15 ml of diethyl ether were added to the reaction mixture. The insoluble matter was separated by filtration, and then the organic layer was separated. Furthermore, the aqueous layer was extracted with 5 ml of diethyl ether. ... Starting materials: O (Water), C(C)OCC (diethyl ether), CSC(C(=O)OC)(C)C1=CC(=C(C=C1)N)Cl (Methyl α-methylthio-α-(3-chloro-4-aminophenyl)propionate). RXN SMILES: CS[C:3]([C:9]1[CH:14]=[CH:13][C:12]([NH2:15])=[C:11]([Cl:16])[CH:10]=1)([CH3:8])[C:4]([O:6][CH3:7])=[O:5].O.C(OCC)C>C(O)(=O)C.[Zn].S([O-])([O-])(=O)=O.[Cu+2]>[Cl:16][C:11]1[CH:10]=[C:9]([CH:3]([CH3:8])[C:4]([O:6][CH3:7])=[O:5])[CH:14]=[CH:13][C:12]=1[NH2:15] |f:5.6|. The yield is 95.7%. Yields the product ClC=1C=C(C=CC1N)C(C(=O)OC)C (methyl α-(3-chloro-4-aminophenyl)propionate). Run in C(C)(=O)O (acetic acid). The reagents and catalysts are [Zn] (zinc), S(=O)(=O)([O-])[O-].[Cu+2] (copper sulfate). Reactants: COC1=NC(=NC(=C1)OC)S(=O)(=O)C (4,6-dimethoxy-2-methylsulfonylpyrimidine), ClC=1C=CC=C(C1C=O)O (6-chlorosalicylaldehyde), C([O-])([O-])=O.[K+].[K+] (potassium carbonate), [OH-].[Na+] (sodium hydroxide). Solvent: CN(C=O)C (dimethylformamide), O (water), CN(C=O)C (dimethylformamide). Conditions: temperature 60 celsius, time 10 minute. Product: ClC1=CC=CC(=C1C=O)OC1=NC(=CC(=N1)OC)OC (6-chloro-2-(4,6-dimethoxypyrimidin-2-yloxy)benzaldehyde). The yield is 42.3%. As a reaction SMILES: [Cl:1][C:2]1[CH:3]=[CH:4][CH:5]=[C:6]([OH:10])[C:7]=1[CH:8]=[O:9].C(=O)([O-])[O-].[K+].[K+].[CH3:17][O:18][C:19]1[CH:24]=[C:23]([O:25][CH3:26])[N:22]=[C:21](S(C)(=O)=O)[N:20]=1.[OH-].[Na+]>CN(C)C=O.O>[Cl:1][C:2]1[C:7]([CH:8]=[O:9])=[C:6]([O:10][C:21]2[N:22]=[C:23]([O:25][CH3:26])[CH:24]=[C:19]([O:18][CH3:17])[N:20]=2)[CH:5]=[CH:4][CH:3]=1 |f:1.2.3,5.6|. Procedure details: Under a nitrogen atmosphere a solution of 2.0 grams (0.013 mole) of 6-chlorosalicylaldehyde in 10 mL of dimethylformamide was stirred, and 1.94 grams (0.0141 mole) of potassium carbonate was added. The reaction mixture was then stirred for 10 minutes, and a solution of 2.6 grams (0.013 mole) of 4,6-dimethoxy-2-methylsulfonylpyrimidine (prepared in Steps A-C) in 15 mL of dimethylformamide was added dropwise during a 10 minute period. Upon completion of addition, the reaction mixture was warmed to... Starting materials: CC(=O)c1cc(C(C)=O)c(O)cc1O, C=CCBr, ClCCCl, [Na+], [OH-], O. Yields the product C=CCc1c(O)c(C(C)=O)cc(C(C)=O)c1O. RXN SMILES: [C:1]([CH3:2])(=[O:3])[c:4]1[c:5]([OH:14])[cH:6][c:7]([OH:8])[c:9]([C:11]([CH3:12])=[O:13])[cH:10]1.[CH2:17]([CH:18]=[CH2:19])[Br:20].[Cl:22][CH2:23][CH2:24][Cl:25].[Na+:16].[OH-:15].[OH2:21]>>[C:1]([CH3:2])(=[O:3])[c:4]1[c:5]([OH:14])[c:6]([CH2:19][CH:18]=[CH2:17])[c:7]([OH:8])[c:9]([C:11]([CH3:12])=[O:13])[cH:10]1. Reactants: COC(=O)c1c(OCCCCNC(=O)OC(C)(C)C)ccc(Br)c1O, O=C([O-])[O-], Cc1ccccc1, CCO, CCOC(C)=O, [Na+], [Na+], OB(O)c1ccccc1, [Pd], c1ccc(P(c2ccccc2)c2ccccc2)cc1, c1ccc(P(c2ccccc2)c2ccccc2)cc1, c1ccc(P(c2ccccc2)c2ccccc2)cc1, c1ccc(P(c2ccccc2)c2ccccc2)cc1. The product is COC(=O)c1c(OCCCCNC(=O)OC(C)(C)C)ccc(-c2ccccc2)c1O. Reaction SMILES: [Br:1][c:2]1[c:3]([OH:25])[c:4]([C:5](=[O:6])[O:7][CH3:8])[c:9]([O:12][CH2:13][CH2:14][CH2:15][CH2:16][NH:17][C:18](=[O:19])[O:20][C:21]([CH3:22])([CH3:23])[CH3:24])[cH:10][cH:11]1.[C:26](=[O:27])([O-:28])[O-:29].[CH3:41][c:42]1[cH:43][cH:44][cH:45][cH:46][cH:47]1.[CH3:48][CH2:49][OH:50].[CH3:51][CH2:52][O:53][C:54](=[O:55])[CH3:56].[Na+:30].[Na+:31].[OH:32][B:33]([OH:34])[c:35]1[cH:36][cH:37][cH:38][cH:39][cH:40]1.[Pd:57].[c:115]1([P:116]([c:117]2[cH:118][cH:119][cH:120][cH:121][cH:122]2)[c:123]2[cH:124][cH:125][cH:126][cH:127][cH:128]2)[cH:129][cH:130][cH:131][cH:132][cH:133]1.[c:58]1([P:59]([c:60]2[cH:61][cH:62][cH:63][cH:64][cH:65]2)[c:66]2[cH:67][cH:68][cH:69][cH:70][cH:71]2)[cH:72][cH:73][cH:74][cH:75][cH:76]1.[c:77]1([P:78]([c:79]2[cH:80][cH:81][cH:82][cH:83][cH:84]2)[c:85]2[cH:86][cH:87][cH:88][cH:89][cH:90]2)[cH:91][cH:92][cH:93][cH:94][cH:95]1.[c:96]1([P:97]([c:98]2[cH:99][cH:100][cH:101][cH:102][cH:103]2)[c:104]2[cH:105][cH:106][cH:107][cH:108][cH:109]2)[cH:110][cH:111][cH:112][cH:113][cH:114]1>>[c:2]1(-[c:35]2[cH:36][cH:37][cH:38][cH:39][cH:40]2)[c:3]([OH:25])[c:4]([C:5](=[O:6])[O:7][CH3:8])[c:9]([O:12][CH2:13][CH2:14][CH2:15][CH2:16][NH:17][C:18](=[O:19])[O:20][C:21]([CH3:22])([CH3:23])[CH3:24])[cH:10][cH:11]1. Reactants: ClC=1C=C(C=O)C=CC1O (3-chloro-4-hydroxybenzaldehyde), ClC1=C(OCCCC(=O)OCC)C=CC(=C1)C=O (4-(2-chloro-4-formylphenoxy)butanoic acid, ethyl ester). Product: ClC1=C(OCCCC(=O)O)C=CC(=C1)C=O (4-(2-Chloro-4-formylphenoxy)butanoic acid). RXN SMILES: ClC1C=C(C=CC=1O)C=O.[Cl:11][C:12]1[CH:26]=[C:25]([CH:27]=[O:28])[CH:24]=[CH:23][C:13]=1[O:14][CH2:15][CH2:16][CH2:17][C:18]([O:20]CC)=[O:19]>>[Cl:11][C:12]1[CH:26]=[C:25]([CH:27]=[O:28])[CH:24]=[CH:23][C:13]=1[O:14][CH2:15][CH2:16][CH2:17][C:18]([OH:20])=[O:19]. Procedure: Following the procedure of Preparation 3, 2.88 g (18.41 mmol) of 3-chloro-4-hydroxybenzaldehyde is alkylated as before. This produces 4.65 g (93%) of 4-(2-chloro-4-formylphenoxy)butanoic acid, ethyl ester as an orange oil: IR (neat) 1730, 1685 cm-1 ; 1HNMR (CDCl3) is consistent with the desired product; MS (CI) m/e 271 (M+ +H). Analysis calculated for C13H15O4Cl: C, 57.68; H, 5.58; Cl, 13.10; O, 23.64. Found: C, 58.05; H, 5.37; Cl, 12.43; O, 24.15.